From a dataset of the Open Reaction Database (ORD), a public repository of structured organic reaction records. describe an organic reaction: reactants, conditions, products, and yield Reactants: C(C)N(C1=CC=C2C(=CC(OC2=C1)=O)CO)CC (7-(Diethylamino)-4-hydroxymethylcoumarin), P([O-])([O-])N (phosphoramidite), N1N=NN=C1 (1H-tetrazole), CC1=CC(OC2=CC(=CC=C12)N(CC)CC)=O (4-methyl-7-(diethylamino)coumarin), [BH4-].[Na+] (NaBH4). Yields the product C(C)N(C1=CC=C2C(=CC(OC2=C1)=O)CO)CC (7-(Diethylamino)-4-hydroxymethylcoumarin), P([O-])([O-])[O-] (phosphite). As a reaction SMILES: CC1C2C(=CC(N(CC)CC)=CC=2)[O:5]C(=O)C=1.[BH4-].[Na+].[CH2:20]([N:22]([CH2:36][CH3:37])[C:23]1[CH:32]=[C:31]2[C:26]([C:27]([CH2:34][OH:35])=[CH:28][C:29](=[O:33])[O:30]2)=[CH:25][CH:24]=1)[CH3:21].[P:38](N)([O-:40])[O-:39].N1C=NN=N1>>[CH2:36]([N:22]([CH2:20][CH3:21])[C:23]1[CH:32]=[C:31]2[C:26]([C:27]([CH2:34][OH:35])=[CH:28][C:29](=[O:33])[O:30]2)=[CH:25][CH:24]=1)[CH3:37].[P:38]([O-:40])([O-:5])[O-:39] |f:1.2|. Reported procedure: 7-(Diethylamino)-4-hydroxymethylcoumarin (9) was prepared by oxidation of 4-methyl-7-(diethylamino)coumarin with SeO2, and subsequent reduction with NaBH4. Reaction of alcohol 9 with phosphoramidite 8 in the presence of 1H-tetrazole provided a phosphite intermediate, which was oxidized in the same pot with anhydrous TBHP to afford phosphate 10 (Scheme 2). Removal of the protecting groups required some exploration. An initial attempt to deprotect both the Boc and MOM groups with TFA resulted in t... Reactants: solution, ONC(C(C)C)=N (N-hydroxy-isobutyramidine), CS(=O)(=O)C1=CC=C(C=C1)C=1C=CC2=C(CC(O2)C2CCN(CC2)C#N)C1 (4-[5-(4-methanesulfonyl-phenyl)-2,3-dihydro-benzofuran-2-yl]-piperidine-1-carbonitrile). The reagents and catalysts are [Cl-].[Zn+2].[Cl-] (zinc chloride). Run in O1CCCC1 (tetrahydrofuran), O1CCCC1 (tetrahydrofuran), C(C)(=O)OCC (ethyl acetate). Conditions: temperature 50 celsius, time 4 hour. The product is C(C)(C)C1=NOC(=N1)N1CCC(CC1)C1OC2=C(C1)C=C(C=C2)C2=CC=C(C=C2)S(=O)(=O)C (1-(3-Isopropyl-[1,2,4]oxadiazol-5-yl)-4-[5-(4-methanesulfonyl-phenyl)-2,3-dihydro-benzofuran-2-yl]-piperidine). RXN SMILES: [OH:1][NH:2][C:3](=[NH:7])[CH:4]([CH3:6])[CH3:5].[CH3:8][S:9]([C:12]1[CH:17]=[CH:16][C:15]([C:18]2[CH:19]=[CH:20][C:21]3[O:25][CH:24]([CH:26]4[CH2:31][CH2:30][N:29]([C:32]#N)[CH2:28][CH2:27]4)[CH2:23][C:22]=3[CH:34]=2)=[CH:14][CH:13]=1)(=[O:11])=[O:10]>O1CCCC1.C(OCC)(=O)C.[Cl-].[Zn+2].[Cl-]>[CH:4]([C:3]1[N:7]=[C:32]([N:29]2[CH2:28][CH2:27][CH:26]([CH:24]3[CH2:23][C:22]4[CH:34]=[C:18]([C:15]5[CH:16]=[CH:17][C:12]([S:9]([CH3:8])(=[O:11])=[O:10])=[CH:13][CH:14]=5)[CH:19]=[CH:20][C:21]=4[O:25]3)[CH2:31][CH2:30]2)[O:1][N:2]=1)([CH3:6])[CH3:5] |f:4.5.6|. Procedure details: A 0.5 M solution of zinc chloride in tetrahydrofuran (0.78 mL) is diluted with tetrahydrofuran (5 mL) and added dropwise at room temperature to a mixture of N-hydroxy-isobutyramidine (40 mg) and 4-[5-(4-methanesulfonyl-phenyl)-2,3-dihydro-benzofuran-2-yl]-piperidine-1-carbonitrile (100 mg) in ethyl acetate (5 mL). The reaction mixture is stirred at 50° C. for 4 h and cooled to room temperature. The precipitate is filtered off and heated to 100° C. for 2 h in a mixture of ethanol (5 mL) and glaci... Reactants: [BH4-], CCc1c(C(=O)C(N)=O)c2c(OC)cccc2n1Cc1ccccc1, CCO, [Na+]. Yields the product CCc1c(C(O)C(N)=O)c2c(OC)cccc2n1Cc1ccccc1. RXN SMILES: [BH4-:26].[CH2:1]([CH3:2])[c:3]1[n:4]([CH2:19][c:20]2[cH:21][cH:22][cH:23][cH:24][cH:25]2)[c:5]2[cH:6][cH:7][cH:8][c:9]([O:17][CH3:18])[c:10]2[c:11]1[C:12]([C:13](=[O:14])[NH2:15])=[O:16].[CH3:28][CH2:29][OH:30].[Na+:27]>>[CH2:1]([CH3:2])[c:3]1[n:4]([CH2:19][c:20]2[cH:21][cH:22][cH:23][cH:24][cH:25]2)[c:5]2[cH:6][cH:7][cH:8][c:9]([O:17][CH3:18])[c:10]2[c:11]1[CH:12]([C:13](=[O:14])[NH2:15])[OH:16]. The reactants are CCOC(=O)C(=O)CC1(c2ccccc2)CCCCC1, C1CCOC1, CCCC[N+](CCCC)(CCCC)CCCC, [Cl-], [F-], C[Si](C)(C)C(F)(F)F, [Na+]. Yields the product CCOC(=O)C(O)(CC1(c2ccccc2)CCCCC1)C(F)(F)F. Reaction SMILES: [CH2:1]([CH3:2])[O:3][C:4]([C:5]([CH2:6][C:7]1([c:13]2[cH:14][cH:15][cH:16][cH:17][cH:18]2)[CH2:8][CH2:9][CH2:10][CH2:11][CH2:12]1)=[O:19])=[O:20].[CH2:49]1[O:50][CH2:51][CH2:52][CH2:53]1.[CH3:30][CH2:31][CH2:32][CH2:33][N+:34]([CH2:35][CH2:36][CH2:37][CH3:38])([CH2:39][CH2:40][CH2:41][CH3:42])[CH2:43][CH2:44][CH2:45][CH3:46].[Cl-:48].[F-:29].[F:21][C:22]([F:23])([F:24])[Si:25]([CH3:26])([CH3:27])[CH3:28].[Na+:47]>>[CH2:1]([CH3:2])[O:3][C:4]([C:5]([CH2:6][C:7]1([c:13]2[cH:14][cH:15][cH:16][cH:17][cH:18]2)[CH2:8][CH2:9][CH2:10][CH2:11][CH2:12]1)([OH:19])[C:22]([F:21])([F:23])[F:24])=[O:20]. The reactants are S(=O)(=O)([O-])[O-].[Na+].[Na+] (sodium sulfate), [S] (sulfur), [OH-].[Na+] (sodium hydroxide), ClC1=C(C=CC(=C1)[N+](=O)[O-])Br (2-chloro-4-nitro-bromobenzene), ice water. Solvent: C(C)O (ethanol), C(C)O (ethanol). Yields the product ClC1=C(C=CC(=C1)[N+](=O)[O-])S (2-chloro-4-nitrobenzenethiol). Yield: 58.6%. Reaction SMILES: [Cl:1][C:2]1[CH:7]=[C:6]([N+:8]([O-:10])=[O:9])[CH:5]=[CH:4][C:3]=1Br.[S:12]([O-])([O-])(=O)=O.[Na+].[Na+].[S].[OH-].[Na+]>C(O)C>[Cl:1][C:2]1[CH:7]=[C:6]([N+:8]([O-:10])=[O:9])[CH:5]=[CH:4][C:3]=1[SH:12] |f:1.2.3,5.6,^3:18|. Procedure details: 2-chloro-4-nitro-bromobenzene (20 g) was dissolved in ethanol (160 ml), and an aqueous solution of sodium sulfate nanohydrate (15.2 g) and sulfur (2.0 g) in ethanol (200 ml) was added dropwise to the solution for 20 minutes under heat reflux. An aqueous solution of sodium hydroxide (5.1 g, 20.3 ml) was added dropwise to the solution for 20 minutes, and then, the mixture was cooled to room temperature, and ice-water was added thereto. The precipitates were filtered, and the pH of the filtrate was... Starting materials: O=C1CCCSc2cc(Br)ccc21, [K+], NN, [OH-], O, OCCOCCO. Product: Brc1ccc2c(c1)SCCCC2. Reaction SMILES: [Br:1][c:2]1[cH:3][c:4]2[c:5]([cH:12][cH:13]1)[C:6](=[O:11])[CH2:7][CH2:8][CH2:9][S:10]2.[K+:18].[NH2:15][NH2:16].[OH-:17].[OH2:14].[OH:19][CH2:20][CH2:21][O:22][CH2:23][CH2:24][OH:25]>>[Br:1][c:2]1[cH:3][c:4]2[c:5]([cH:12][cH:13]1)[CH2:6][CH2:7][CH2:8][CH2:9][S:10]2. Reactants: NC=1SC2=C(N1)C=CC(=C2)OC (2-amino-6-methoxybenzothiazole), C(C#C)Br (propargyl bromide). The solvent is C(CCC)O (n-butanol). Run at temperature 100 celsius. Product: Br.N=C1SC2=C(N1CC#C)C=CC(=C2)OC (2-imino-6-methoxy-3-propargylbenzothiazole hydrobromide). The yield is 302.4%. Reaction SMILES: [NH2:1][C:2]1[S:3][C:4]2[CH:10]=[C:9]([O:11][CH3:12])[CH:8]=[CH:7][C:5]=2[N:6]=1.[CH2:13]([Br:16])[C:14]#[CH:15]>C(O)CCC>[BrH:16].[NH:1]=[C:2]1[N:6]([CH2:15][C:14]#[CH:13])[C:5]2[CH:7]=[CH:8][C:9]([O:11][CH3:12])=[CH:10][C:4]=2[S:3]1 |f:3.4|. Procedure details: In 100 ml of n-butanol was dissolved 5.0 g of 2-amino-6-methoxybenzothiazole. With heating at 100° C., 25.0 g of propargyl bromide was dropwise added to the solution over 2 hours. The mixture was heated for a further 2 hours. After completion of the reaction, the solvent was evaporated to dryness. After the residue was crystallized with acetone, the crystals were recrystallized from isopropyl alcohol to give 25.1 g of 2-imino-6-methoxy-3-propargylbenzothiazole hydrobromide. The hydrobromide, 24.... Reactants: ClC1=C(C=CC=C1)C1=C2CN(C(N(C2=CC(=C1)S(=O)(=O)Cl)C1=C(C=CC=C1Cl)Cl)=O)CC1=CC=C(C=C1)OC (5-(2-chlorophenyl)-1-(2,6-dichlorophenyl)-3-(4-methoxybenzyl)-2-oxo-1,2,3,4-tetrahydroquinazoline-7-sulfonyl chloride), CC1CN(CCN1)C(=O)OC(C)(C)C (tert-butyl 3-methylpiperazine-1-carboxylate), BrC1=C2CCC(N(C2=CC(=C1)OC)C1=C(C=CC=C1Cl)Cl)=O (5-bromo-1-(2,6-dichlorophenyl)-3,4-dihydro-7-methoxy-2(1H)-quinolinone). Product: ClC1=C(C=CC=C1)C1=C2CN(C(N(C2=CC(=C1)S(=O)(=O)N1C(CNCC1)C)C1=C(C=CC=C1Cl)Cl)=O)CC1=CC=C(C=C1)OC (5-(2-chlorophenyl)-1-(2,6-dichlorophenyl)-3-(4-methoxybenzyl)-7-[(2-methylpiperazin-1-yl)sulfonyl]-3,4-dihydroquinazolin-2(1H)-one). Reaction SMILES: [Cl:1][C:2]1[CH:7]=[CH:6][CH:5]=[CH:4][C:3]=1[C:8]1[CH:17]=[C:16]([S:18](Cl)(=[O:20])=[O:19])[CH:15]=[C:14]2[C:9]=1[CH2:10][N:11]([CH2:31][C:32]1[CH:37]=[CH:36][C:35]([O:38][CH3:39])=[CH:34][CH:33]=1)[C:12](=[O:30])[N:13]2[C:22]1[C:27]([Cl:28])=[CH:26][CH:25]=[CH:24][C:23]=1[Cl:29].[CH3:40][CH:41]1[NH:46][CH2:45][CH2:44][N:43](C(OC(C)(C)C)=O)[CH2:42]1.BrC1C=C(OC)C=C2C=1CCC(=O)N2C1C(Cl)=CC=CC=1Cl>>[Cl:1][C:2]1[CH:7]=[CH:6][CH:5]=[CH:4][C:3]=1[C:8]1[CH:17]=[C:16]([S:18]([N:46]2[CH2:45][CH2:44][NH:43][CH2:42][CH:41]2[CH3:40])(=[O:20])=[O:19])[CH:15]=[C:14]2[C:9]=1[CH2:10][N:11]([CH2:31][C:32]1[CH:37]=[CH:36][C:35]([O:38][CH3:39])=[CH:34][CH:33]=1)[C:12](=[O:30])[N:13]2[C:22]1[C:27]([Cl:28])=[CH:26][CH:25]=[CH:24][C:23]=1[Cl:29]. Reported procedure: The 5-(2-chlorophenyl)-1-(2,6-dichlorophenyl)-3-(4-methoxybenzyl)-7-[(2-methylpiperazin-1-yl)sulfonyl]-3,4-dihydroquinazolin-2(1H)-one was prepared from 5-(2-chlorophenyl)-1-(2,6-dichlorophenyl)-3-(4-methoxybenzyl)-2-oxo-1,2,3,4-tetrahydroquinazoline-7-sulfonyl chloride (COMPOUND CCC8) and tert-butyl 3-methylpiperazine-1-carboxylate by a procedure analogous to that described in EXAMPLE CCC25, STEP B. Mass spectrum (ESI) 729 (M-t-Bu+1). Starting materials: BrC=1C=C2C(=NC1)C=CN2OC(C)C2=C(C(=CC=C2Cl)F)Cl (6-bromo-1-[1-(2,6-dichloro-3-fluorophenyl)ethoxy]-1H-pyrrolo[3,2-b]pyridine), N1=CC=CC2=C(C=CC=C12)B(O)O (quinolin-5-ylboronic acid). Yields the product ClC1=C(C(=CC=C1F)Cl)C(C)ON1C=CC2=NC=C(C=C21)C2=C1C=CC=NC1=CC=C2 (5-{1-[1-(2,6-dichloro-3-fluorophenyl)ethoxy]-1H-pyrrolo[3,2-b]pyridin-6-yl}quinoline). Reaction SMILES: Br[C:2]1[CH:3]=[C:4]2[N:10]([O:11][CH:12]([C:14]3[C:19]([Cl:20])=[CH:18][CH:17]=[C:16]([F:21])[C:15]=3[Cl:22])[CH3:13])[CH:9]=[CH:8][C:5]2=[N:6][CH:7]=1.[N:23]1[C:32]2[C:27](=[C:28](B(O)O)[CH:29]=[CH:30][CH:31]=2)[CH:26]=[CH:25][CH:24]=1>>[Cl:22][C:15]1[C:16]([F:21])=[CH:17][CH:18]=[C:19]([Cl:20])[C:14]=1[CH:12]([O:11][N:10]1[C:4]2[C:5](=[N:6][CH:7]=[C:2]([C:28]3[CH:29]=[CH:30][CH:31]=[C:32]4[C:27]=3[CH:26]=[CH:25][CH:24]=[N:23]4)[CH:3]=2)[CH:8]=[CH:9]1)[CH3:13]. Procedure details: The entitled compound was prepared from 6-bromo-1-[1-(2,6-dichloro-3-fluorophenyl)ethoxy]-1H-pyrrolo[3,2-b]pyridine and quinolin-5-ylboronic acid according to the procedure described in example 4. The reactants are ClC=1C=C2C3=C(C(NC2=CC1)=O)NC=1C=CC=CC13 (2-chloro-7H-indolo[2,3-c]quinolin-6(5H)-one), P(=O)(Cl)(Cl)Cl (phosphorous oxychloride). Yields the product colorless needles, ClC=1C=C2C3=C(C(=NC2=CC1)Cl)NC=1C=CC=CC13 (2,6-dichloro-7H-indolo[2,3-c]quinoline). The yield is 68.0%. As a reaction SMILES: [Cl:1][C:2]1[CH:3]=[C:4]2[C:9](=[CH:10][CH:11]=1)[NH:8][C:7](=O)[C:6]1[NH:13][C:14]3[CH:15]=[CH:16][CH:17]=[CH:18][C:19]=3[C:5]2=1.P(Cl)(Cl)([Cl:22])=O>>[Cl:1][C:2]1[CH:3]=[C:4]2[C:9](=[CH:10][CH:11]=1)[N:8]=[C:7]([Cl:22])[C:6]1[NH:13][C:14]3[CH:15]=[CH:16][CH:17]=[CH:18][C:19]=3[C:5]2=1. Procedure: A suspension of 60 g. of 2-chloro-7H-indolo[2,3-c]quinolin-6(5H)-one in 950 ml. of phosphorous oxychloride was heated under nitrogen on a steam bath for 2 hours. The deep yellow granular complex that formed was collected and washed thoroughly with anhydrous ether (85.5 g.). After drying, this complex was suspended in 500 ml. of water to which 300 ml. of concentrated aqueous ammonium hydroxide solution was added, in portions, with stirring. The resulting pale yellow solid was collected and washed...